The task is: describe an organic reaction: reactants, conditions, products, and yield. This data is from the Open Reaction Database (ORD), a public repository of structured organic reaction records. Reactants: 1-L, B(F)(F)F.CCOCC (boron trifluoride etherate), C(C1=CC=CC=C1)OC(=O)N1[C@H](C(=O)O)CCC1 (N-benzyloxycarbonyl-(S)-proline), CO (methanol). Run in C1(=CC=CC=C1)C (toluene). The product is COC([C@H]1N(CCC1)C(=O)OCC1=CC=CC=C1)=O (N-benzyloxycarbonyl-(S)-proline methyl ester). Yield: 101.0%. Reaction SMILES: [CH2:1]([O:8][C:9]([N:11]1[CH2:18][CH2:17][CH2:16][C@H:12]1[C:13]([OH:15])=[O:14])=[O:10])[C:2]1[CH:7]=[CH:6][CH:5]=[CH:4][CH:3]=1.CO.B(F)(F)F.[CH3:25]COCC>C1(C)C=CC=CC=1>[CH3:25][O:14][C:13](=[O:15])[C@@H:12]1[CH2:16][CH2:17][CH2:18][N:11]1[C:9]([O:8][CH2:1][C:2]1[CH:3]=[CH:4][CH:5]=[CH:6][CH:7]=1)=[O:10] |f:2.3|. Procedure: A dry 1-L, one-necked, round-bottomed flask was equipped with a Liebig condenser fitted with a rubber septum and a magnetic stirrer. The condenser was temporarily removed, and the flask was charged with 33.7 g (0.135 mol) of N-benzyloxycarbonyl-(S)-proline and 400 mL of anhydrous methanol (Mallinckrodt). The flask was flushed with nitrogen through the septum. The mixture was stirred, and 24.6 mL (28.4 g, 0.2 mol) of boron trifluoride etherate was added via cannula. The resulting mixture was stir... Reactants: CC(c1ccc(Br)cc1)N1CCC(CCCN2CCCS2(=O)=O)(c2ccccc2)OC1=O, Cc1cc(B(O)O)ccn1. Product: Cc1cc(-c2ccc(C(C)N3CCC(CCCN4CCCS4(=O)=O)(c4ccccc4)OC3=O)cc2)ccn1. RXN SMILES: [Br:1][c:2]1[cH:3][cH:4][c:5]([CH:8]([CH3:9])[N:10]2[C:11](=[O:32])[O:12][C:13]([c:16]3[cH:17][cH:18][cH:19][cH:20][cH:21]3)([CH2:22][CH2:23][CH2:24][N:25]3[S:26](=[O:30])(=[O:31])[CH2:27][CH2:28][CH2:29]3)[CH2:14][CH2:15]2)[cH:6][cH:7]1.[CH3:33][c:34]1[n:35][cH:36][cH:37][c:38]([B:40]([OH:41])[OH:42])[cH:39]1>>[c:2]1(-[c:38]2[cH:37][cH:36][n:35][c:34]([CH3:33])[cH:39]2)[cH:3][cH:4][c:5]([CH:8]([CH3:9])[N:10]2[C:11](=[O:32])[O:12][C:13]([c:16]3[cH:17][cH:18][cH:19][cH:20][cH:21]3)([CH2:22][CH2:23][CH2:24][N:25]3[S:26](=[O:30])(=[O:31])[CH2:27][CH2:28][CH2:29]3)[CH2:14][CH2:15]2)[cH:6][cH:7]1. The reactants are O=C(O)c1ccccc1COc1ccccc1Br, O. Product: O=C1c2ccccc2COc2c(Br)cccc21. RXN SMILES: [Br:1][c:2]1[c:3]([O:4][CH2:5][c:6]2[c:7]([C:8](=[O:9])[OH:10])[cH:11][cH:12][cH:13][cH:14]2)[cH:15][cH:16][cH:17][cH:18]1.[OH2:19]>>[Br:1][c:2]1[c:3]2[c:15]([cH:16][cH:17][cH:18]1)[C:8](=[O:10])[c:7]1[c:6]([cH:14][cH:13][cH:12][cH:11]1)[CH2:5][O:4]2. Procedure: To a solution of 4-fluoro-5-((4-bromo-2-chlorophenyl)amino)benzo[d][1,2,3]thiadiazole-6-carboxylic acid (200 mg, 0.49 mmol) in CH2Cl2 (10 mL) was added HOBt (100 mg, 0.74 mmol) followed by EDCI (140 mg, 0.74 mmol). The mixture was stirred for 1 h and O-((2,2-dimethyl-1,3-dioxolan-4-yl)methyl)hydroxylamine (108 mg, 0.74 mmol) was added. After stirring for 4 h at ambient temperature, the reaction was treated with saturated NH4Cl (aq.). The resultant mixture was extracted with CH2Cl2 (15 mL×3). The... Reaction SMILES: [F:1][C:2]1[C:7]2[N:8]=[N:9][S:10][C:6]=2[CH:5]=[C:4]([C:11](O)=[O:12])[C:3]=1[NH:14][C:15]1[CH:20]=[CH:19][C:18]([Br:21])=[CH:17][C:16]=1[Cl:22].C1C=CC2N(O)N=NC=2C=1.CCN=C=NCCCN(C)C.[CH3:44][C:45]1([CH3:53])[O:49][CH:48]([CH2:50][O:51][NH2:52])[CH2:47][O:46]1.[NH4+].[Cl-]>C(Cl)Cl>[CH3:44][C:45]1([CH3:53])[O:49][CH:48]([CH2:50][O:51][NH:52][C:11]([C:4]2[C:3]([NH:14][C:15]3[CH:20]=[CH:19][C:18]([Br:21])=[CH:17][C:16]=3[Cl:22])=[C:2]([F:1])[C:7]3[N:8]=[N:9][S:10][C:6]=3[CH:5]=2)=[O:12])[CH2:47][O:46]1 |f:4.5|. Starting materials: CC1(OCC(O1)CON)C (O-((2,2-dimethyl-1,3-dioxolan-4-yl)methyl)hydroxylamine), [NH4+].[Cl-] (NH4Cl), FC1=C(C(=CC2=C1N=NS2)C(=O)O)NC2=C(C=C(C=C2)Br)Cl (4-fluoro-5-((4-bromo-2-chlorophenyl)amino)benzo[d][1,2,3]thiadiazole-6-carboxylic acid), C=1C=CC2=C(C1)N=NN2O (HOBt), CCN=C=NCCCN(C)C (EDCI). Solvent: C(Cl)Cl (CH2Cl2). Conditions: time 1 hour. Yields the product CC1(OCC(O1)CONC(=O)C1=CC2=C(N=NS2)C(=C1NC1=C(C=C(C=C1)Br)Cl)F)C (N-((2,2-dimethyl-1,3-dioxolan-4-yl)methoxy)-4-fluoro-5-((2-chloro-4-bromophenyl)amino)benzo[d][1,2,3]thiadiazole-6-carboxamide). Starting materials: O (H2O), C(=C)C(CCCC1NC(CC1C)=O)NC(OC(C)(C)C)=O (1,1-dimethylethyl N-[1-ethenyl-4-(3-methyl-5-oxopyrrolidin-2-yl)butyl]carbamate), C[N+]1(CCOCC1)[O-] (N-methylmorpholine N-oxide), CC(C)(C)O (t-BuOH). Reagents/catalysts: O=[Os](=O)(=O)=O (OsO4). Run in CC(=O)C.O (acetone H2O). Conditions: time 18 hour. Product: OC(CO)C(CCCC1NC(CC1C)=O)NC(OC(C)(C)C)=O (1,1-dimethylethyl N-[1-(1,2-dihydroxyethyl)-4-(3-methyl-5-oxopyrrolidin-2-yl)butyl]carbamate). As a reaction SMILES: [CH:1]([CH:3]([NH:14][C:15](=[O:21])[O:16][C:17]([CH3:20])([CH3:19])[CH3:18])[CH2:4][CH2:5][CH2:6][CH:7]1[CH:11]([CH3:12])[CH2:10][C:9](=[O:13])[NH:8]1)=[CH2:2].C[N+]1([O-])CC[O:26]CC1.CC(O)(C)C.[OH2:35]>CC(C)=O.O.O=[Os](=O)(=O)=O>[OH:35][CH:1]([CH:3]([NH:14][C:15](=[O:21])[O:16][C:17]([CH3:20])([CH3:19])[CH3:18])[CH2:4][CH2:5][CH2:6][CH:7]1[CH:11]([CH3:12])[CH2:10][C:9](=[O:13])[NH:8]1)[CH2:2][OH:26] |f:4.5|. Procedure details: To a stirring solution of the compound from EXAMPLE 259 (3.3 mmol) in 80 mL of acetone:H2O (3:1) is added N-methylmorpholine N-oxide (0.64 g, 4.8 mmol) and 2.5% OsO4 in t-BuOH (3.4 mL, 3.4 mmol). After 18 h, 120 mL of H2O, 8 g of celite, and 1.6 g Na2S2O1 is added to the reaction. The reaction is filtered through a pad of wet celite. To the filtrate is added 200 mL of 1M KHSO4. The filtrate is extracted with 3×200 mL EtOAc. The combined organic layers are dried, filtered, and stripped. The resid... Reactants: CCc1cc(N)c(OC)cc1N1CCC(CCS(C)(=O)=O)CC1, CO, COc1ccc(-c2nc3ccccn3c2-c2ccnc(Cl)n2)cc1C(=O)Nc1c(F)cccc1F, Cl, N, C1COCCO1. The product is CCc1cc(Nc2nccc(-c3c(-c4ccc(OC)c(C(=O)Nc5c(F)cccc5F)c4)nc4ccccn34)n2)c(OC)cc1N1CCC(CCS(C)(=O)=O)CC1. RXN SMILES: [CH2:36]([CH3:37])[c:38]1[c:39]([N:47]2[CH2:48][CH2:49][CH:50]([CH2:53][CH2:54][S:55](=[O:56])(=[O:57])[CH3:58])[CH2:51][CH2:52]2)[cH:40][c:41]([O:45][CH3:46])[c:42]([NH2:43])[cH:44]1.[CH3:67][OH:68].[Cl:1][c:2]1[n:3][cH:4][cH:5][c:6](-[c:8]2[c:9](-[c:17]3[cH:18][cH:19][c:20]([O:34][CH3:35])[c:21]([C:22](=[O:23])[NH:24][c:25]4[c:26]([F:32])[cH:27][cH:28][cH:29][c:30]4[F:31])[cH:33]3)[n:10][c:11]3[n:12]2[cH:13][cH:14][cH:15][cH:16]3)[n:7]1.[ClH:59].[NH3:66].[O:60]1[CH2:61][CH2:62][O:63][CH2:64][CH2:65]1>>[c:2]1([NH:43][c:42]2[c:41]([O:45][CH3:46])[cH:40][c:39]([N:47]3[CH2:48][CH2:49][CH:50]([CH2:53][CH2:54][S:55](=[O:56])(=[O:57])[CH3:58])[CH2:51][CH2:52]3)[c:38]([CH2:36][CH3:37])[cH:44]2)[n:3][cH:4][cH:5][c:6](-[c:8]2[c:9](-[c:17]3[cH:18][cH:19][c:20]([O:34][CH3:35])[c:21]([C:22](=[O:23])[NH:24][c:25]4[c:26]([F:32])[cH:27][cH:28][cH:29][c:30]4[F:31])[cH:33]3)[n:10][c:11]3[n:12]2[cH:13][cH:14][cH:15][cH:16]3)[n:7]1.